This data is from the Open Reaction Database (ORD), a public repository of structured organic reaction records. The task is: describe an organic reaction: reactants, conditions, products, and yield As a reaction SMILES: N1CCCC1.[OH:6][C:7]1[CH:12]=[CH:11][C:10]([F:13])=[CH:9][C:8]=1[C:14](=[O:16])[CH3:15].[C:17]1([CH2:23][CH2:24][CH:25]=O)[CH:22]=[CH:21][CH:20]=[CH:19][CH:18]=1>C1(C)C=CC=CC=1.C(OCC)(=O)C>[F:13][C:10]1[CH:11]=[CH:12][C:7]2[O:6][CH:25]([CH2:24][CH2:23][C:17]3[CH:22]=[CH:21][CH:20]=[CH:19][CH:18]=3)[CH2:15][C:14](=[O:16])[C:8]=2[CH:9]=1. Reactants: N1CCCC1 (Pyrrolidine), OC1=C(C=C(C=C1)F)C(C)=O (2'-hydroxy-5'-fluoroacetophenone), C1(=CC=CC=C1)CCC=O (3-phenylpropanal). Procedure: Pyrrolidine (2.4 mL) was added to a solution of 2'-hydroxy-5'-fluoroacetophenone (15.1 g) and 3-phenylpropanal (13.2 mL) in toluene (30 mL), and the mixture heated under reflux in a Dean-Stark apparatus for 3 hours, cooled, diluted with ethyl acetate and washed with aqueous 1N HCl, aqueous 1N NaOH, H2O, brine, dried (Na2SO4), filtered and evaporated, and the residue purified by column chromatography (6:1 hexane/diethyl ether, SiO2) to yield 2,3-dihydro-6-fluoro-2-(2-phenylethyl)-4H-1-benzopyran-... Run in C1(=CC=CC=C1)C (toluene), C(C)(=O)OCC (ethyl acetate). The product is FC=1C=CC2=C(C(CC(O2)CCC2=CC=CC=C2)=O)C1 (2,3-dihydro-6-fluoro-2-(2-phenylethyl)-4H-1-benzopyran-4-one). Reactants: CC1(COC2=C1C=CC(=C2)C(=O)OC)C2=CC=1C(CCC(C1C=C2)(C)C)(C)C (methyl 3-methyl-3-(5,6,7,8-tetrahydro-5,5,8,8-tetramethyl-2-naphthyl)-2H-1-benzofuran-6-carboxylate), [OH-].[Na+] (sodium hydroxide), [OH-].[Li+] (lithium hydroxide). Reaction conditions: time 24 hour. Product: CC1(COC2=C1C=CC(=C2)C(=O)O)C2=CC=1C(CCC(C1C=C2)(C)C)(C)C (3-methyl-3-(5,6,7,8-tetrahydro-5,5,8,8-tetramethyl-2-naphthyl)-2H-1-benzofuran-6-carboxylic acid). As a reaction SMILES: [CH3:1][C:2]1([C:15]2[CH:24]=[CH:23][C:22]3[C:21]([CH3:26])([CH3:25])[CH2:20][CH2:19][C:18]([CH3:28])([CH3:27])[C:17]=3[CH:16]=2)[C:6]2[CH:7]=[CH:8][C:9]([C:11]([O:13]C)=[O:12])=[CH:10][C:5]=2[O:4][CH2:3]1.[OH-].[Na+].[OH-].[Li+]>>[CH3:1][C:2]1([C:15]2[CH:24]=[CH:23][C:22]3[C:21]([CH3:26])([CH3:25])[CH2:20][CH2:19][C:18]([CH3:28])([CH3:27])[C:17]=3[CH:16]=2)[C:6]2[CH:7]=[CH:8][C:9]([C:11]([OH:13])=[O:12])=[CH:10][C:5]=2[O:4][CH2:3]1 |f:1.2,3.4|. Procedure details: A mixture of methyl 3-methyl-3-(5,6,7,8-tetrahydro-5,5,8,8-tetramethyl-2-naphthyl)-2H-1-benzofuran-6-carboxylate (290 mg, 0.77 mmol), sodium hydroxide (0.06 g, 1.54 mmol) and lithium hydroxide (0.06 g, 1.54 mmol) is stirred at room temperature for 24 h. The mixture is concentrated on a rotary evaporator under vacuum at 40° C. 10 ml of water and 10 ml of ethyl acetate are added. The mixture is acidified with concentrated hydrochloric acid solution to pH 1. After separation of the phases by settli...